This data is from the Open Reaction Database (ORD), a public repository of structured organic reaction records. The task is: describe an organic reaction: reactants, conditions, products, and yield Starting materials: COC(=O)C=1N=C(SC1)NC([C@H](CC1=CC=CC=C1)NC([C@@H](C1=CC=C(C=C1)OC[C@@H](CO[Si](C)(C)C)O[Si](C)(C)C)N)=O)=O (2-((S)-2-{(R)-2-Amino-2-[4-((S)-2,3-bis-trimethylsilanyloxy-propoxy)-phenyl]-acetylamino}-3-phenyl-propionylamino)-thiazole-4-carboxylic acid methyl ester), C(C)(C)N(CC)C(C)C (diisoproylethylamine), O=C(OC(Cl)(Cl)Cl)Cl (diphosgene), Cl (hydrochloric acid), C([O-])(O)=O.[Na+] (sodium bicarbonate). Run in C(C)(=O)OCC (ethyl acetate), ClCCl (dichloromethane), ClCCl (dichloromethane), O1CCCC1 (tetrahydrofuran). Run at temperature 0 celsius, time 20 minute. Yields the product COC(=O)C=1N=C(SC1)NC([C@H](CC1=CC=CC=C1)N1C(N[C@@H](C1=O)C1=CC=C(C=C1)OC[C@@H](CO)O)=O)=O (2-((S)-2-{(R)-4-[4-((R)-2,3-dihydroxy-propoxy)-phenyl]-2,5-dioxo-imidazolidin-1-yl}-3-phenyl-propionylamino)-thiazole-4-carboxylic acid methyl ester). Yield: 52.6%. RXN SMILES: [CH3:1][O:2][C:3]([C:5]1[N:6]=[C:7]([NH:10][C:11](=[O:45])[C@@H:12]([NH:20][C:21](=[O:44])[C@H:22]([NH2:43])[C:23]2[CH:28]=[CH:27][C:26]([O:29][CH2:30][C@H:31]([O:38][Si](C)(C)C)[CH2:32][O:33][Si](C)(C)C)=[CH:25][CH:24]=2)[CH2:13][C:14]2[CH:19]=[CH:18][CH:17]=[CH:16][CH:15]=2)[S:8][CH:9]=1)=[O:4].C(N(C(C)C)CC)(C)C.[O:55]=[C:56](Cl)OC(Cl)(Cl)Cl.Cl.C(=O)(O)[O-].[Na+]>ClCCl.C(OCC)(=O)C.O1CCCC1>[CH3:1][O:2][C:3]([C:5]1[N:6]=[C:7]([NH:10][C:11](=[O:45])[C@@H:12]([N:20]2[C:21](=[O:44])[C@@H:22]([C:23]3[CH:28]=[CH:27][C:26]([O:29][CH2:30][C@H:31]([OH:38])[CH2:32][OH:33])=[CH:25][CH:24]=3)[NH:43][C:56]2=[O:55])[CH2:13][C:14]2[CH:19]=[CH:18][CH:17]=[CH:16][CH:15]=2)[S:8][CH:9]=1)=[O:4] |f:4.5|. Procedure: 2-((S)-2-{(R)-2-Amino-2-[4-((S)-2,3-bis-trimethylsilanyloxy-propoxy)-phenyl]-acetylamino}-3-phenyl-propionylamino)-thiazole-4-carboxylic acid methyl ester (100 mg, 0.15 mmol) and diisoproylethylamine (0.078 ml, 0.45 mmol) in dichloromethane (2 mL) were added to a solution of diphosgene (0.0143 ml, 0.12 mmol) in dichloromethane (2 mL) over 10 minute at 0° C. The mixture was stirred at 0° C. for 20 minute, diluted with ethyl acetate, washed with saturated sodium bicarbonate, brine and dried over s... Reactants: CO[C@]1(O[C@@H]2CCC/C=C/CCCCCC(O[C@@H](C1)C2)=O)[C@H]2N(C(SC2)=O)CC2=CC=C(C=C2)OC ((R)-4-((1R,14R,16R,E)-16-methoxy-3-oxo-2,15-dioxa-bicyclo[12.3.1]octadec-9-en-16-yl)-3-(4-methoxybenzyl)thiazolidin-2-one), CO[C@]1(O[C@@H]2CCC\C=C/CC\C(=C/C(O[C@@H](C1)C2)=O)\C)[C@H]2N(C(SC2)=O)CC2=CC=C(C=C2)OC ((R)-4-((1R,4Z,8Z,13R,15R)-15-methoxy-5-methyl-3-oxo-2,14-dioxa-bicyclo[11.3.1]heptadeca-4,8-dien-15-yl)-3-(4-methoxybenzyl)thiazolidin-2-one). Yields the product O[C@]1(O[C@@H]2CCC/C=C/CCCCCC(O[C@@H](C1)C2)=O)[C@H]2NC(SC2)=O ((R)-4-((1R,14R,16R,E)-16-Hydroxy-3-oxo-2,15-dioxa-bicyclo[12.3.1]octadec-9-en-16-yl)thiazolidin-2-one). Reaction SMILES: C[O:2][C@:3]1([C@@H:22]2[CH2:26][S:25][C:24](=[O:27])[N:23]2CC2C=CC(OC)=CC=2)[CH2:19][C@H:18]2[CH2:20][C@@H:5]([CH2:6][CH2:7][CH2:8][CH:9]=[CH:10][CH2:11][CH2:12][CH2:13][CH2:14][CH2:15][C:16](=[O:21])[O:17]2)[O:4]1.CO[C@]1([C@@H]2CSC(=O)N2CC2C=CC(OC)=CC=2)C[C@H]2C[C@@H](CCCC=CCCC(C)=CC(=O)O2)O1>>[OH:2][C@:3]1([C@@H:22]2[CH2:26][S:25][C:24](=[O:27])[NH:23]2)[CH2:19][C@H:18]2[CH2:20][C@@H:5]([CH2:6][CH2:7][CH2:8][CH:9]=[CH:10][CH2:11][CH2:12][CH2:13][CH2:14][CH2:15][C:16](=[O:21])[O:17]2)[O:4]1. Procedure details: Application of the method shown in Example 46, with the modification that (R)-4-((1R,14R,16R,E)-16-methoxy-3-oxo-2,15-dioxa-bicyclo[12.3.1]octadec-9-en-16-yl)-3-(4-methoxybenzyl)thiazolidin-2-one was substituted for (R)-4-((1R,4Z,8Z,13R,15R)-15-methoxy-5-methyl-3-oxo-2,14-dioxa-bicyclo[11.3.1]heptadeca-4,8-dien-15-yl)-3-(4-methoxybenzyl)thiazolidin-2-one, afforded the title compound. Starting materials: C(C1=CC=CC=C1)N(COC)C[Si](C)(C)C (N-Benzyl-N-(methoxymethyl)trimethylsilylmethylamine), C(=O)(C(F)(F)F)O (TFA), C(C)OC(\C=C/CC(C)C)=O ((Z)-5-methyl-hex-2-enoic acid ethyl ester). The solvent is C(Cl)Cl (methylene chloride). Run at temperature -5 celsius, time 15 minute. The product is C(C)OC(=O)[C@@H]1CN(C[C@@H]1CC(C)C)CC1=CC=CC=C1 ((cis)-1-benzyl-4-isobutyl-pyrrolidine-3-carboxylic acid ethyl ester). Yield: 46.3%. RXN SMILES: [CH2:1]([N:8]([CH2:12][Si](C)(C)C)[CH2:9]OC)[C:2]1[CH:7]=[CH:6][CH:5]=[CH:4][CH:3]=1.C(O)(C(F)(F)F)=O.[CH2:24]([O:26][C:27](=[O:34])/[CH:28]=[CH:29]\[CH2:30][CH:31]([CH3:33])[CH3:32])[CH3:25]>C(Cl)Cl>[CH2:24]([O:26][C:27]([C@H:28]1[C@@H:29]([CH2:30][CH:31]([CH3:32])[CH3:33])[CH2:9][N:8]([CH2:1][C:2]2[CH:3]=[CH:4][CH:5]=[CH:6][CH:7]=2)[CH2:12]1)=[O:34])[CH3:25]. Reported procedure: N-Benzyl-N-(methoxymethyl)trimethylsilylmethylamine (4.0 g, 16.8 mmol), followed by TFA (1.0 M solution in CH2Cl2, 1.0 mL, 1 mmol) were added to a solution of (Z)-5-methyl-hex-2-enoic acid ethyl ester 8 (3.0 g, 19.2 mmol) in methylene chloride (30 mL) maintained at −5° C. under nitrogen atmosphere. After 15 minutes, the bath was removed and stirring was continued overnight. The reaction mixture was washed with saturated NaHCO3 (10 mL), water (15 mL), brine (20 mL), and dried. The product was pur... Reactants: ice, FC=1C=CC(=[N+](C1)[O-])C(=O)OC (5-fluoro-2-(methoxycarbonyl)pyridine 1-oxide), O=P(Cl)(Cl)Cl (POCl3), EtOAc Hexanes. Yields the product ClC1=C(C=CC(=N1)C(=O)OC)F (methyl 6-chloro-5-fluoropicolinate). Isolated yield 79.0%. RXN SMILES: [F:1][C:2]1[CH:3]=[CH:4][C:5]([C:9]([O:11][CH3:12])=[O:10])=[N+:6]([O-])[CH:7]=1.O=P(Cl)(Cl)[Cl:15]>>[Cl:15][C:7]1[N:6]=[C:5]([C:9]([O:11][CH3:12])=[O:10])[CH:4]=[CH:3][C:2]=1[F:1]. Procedure details: 5-fluoro-2-(methoxycarbonyl)pyridine 1-oxide (100 mg, 0.584 mmol) was dissolved in POCl3 (2 ml), and then heated at reflux under nitrogen stream for 4 hours. The resulting reaction liquid was slowly added to ice (15 g), and then extracted with MC (30 ml×2). The organic layer was dried over anhydrous sodium sulfate, followed by filtration and concentration, and then the residue thus obtained was subjected to MPLC (20% EtOAc/Hexanes), to obtain 88 mg of white solid (79%). Starting materials: CO, O=C(OC(CN(C(=O)c1cccc(C(F)(F)F)c1)c1cccc(F)c1)C(F)(F)F)c1cccc(C(F)(F)F)c1, N. Yields the product O=C(c1cccc(C(F)(F)F)c1)N(CC(O)C(F)(F)F)c1cccc(F)c1. Reaction SMILES: [CH3:41][OH:42].[F:1][C:2]([F:3])([F:4])[c:5]1[cH:6][c:7]([C:38]([O:8][CH:9]([C:10]([F:11])([F:12])[F:13])[CH2:14][N:15]([C:16]([c:17]2[cH:18][c:19]([C:23]([F:24])([F:25])[F:26])[cH:20][cH:21][cH:22]2)=[O:27])[c:28]2[cH:29][c:30]([F:34])[cH:31][cH:32][cH:33]2)=[O:39])[cH:35][cH:36][cH:37]1.[NH3:40]>>[OH:8][CH:9]([C:10]([F:11])([F:12])[F:13])[CH2:14][N:15]([C:16]([c:17]1[cH:18][c:19]([C:23]([F:24])([F:25])[F:26])[cH:20][cH:21][cH:22]1)=[O:27])[c:28]1[cH:29][c:30]([F:34])[cH:31][cH:32][cH:33]1. Reactants: ClC1=C2N=CN(C2=NC=N1)C1OCCC1 (6-chloro-9-(tetrahydrofuran-2-yl)-purine), ClC1=C2NC=NC2=NC=N1 (6-chloropurine), OC=1C=C(CN)C=CC1 (3-hydroxybenzylamine), C(C)N(C(C)C)C(C)C (N-ethyldiisopropylamine). Run in C(CC)O (n-propanol). The product is OC=1C=C(CNC2=C3N=CN(C3=NC=N2)C2OCCC2)C=CC1 (6-(3-hydroxybenzylamino)-9-(tetrahydrofuran-2-yl)-purine). The yield is 85.0%. Reaction SMILES: Cl[C:2]1[N:10]=[CH:9][N:8]=[C:7]2[C:3]=1[N:4]=[CH:5][N:6]2[CH:11]1[CH2:15][CH2:14][CH2:13][O:12]1.ClC1N=CN=C2C=1NC=N2.[OH:26][C:27]1[CH:28]=[C:29]([CH:32]=[CH:33][CH:34]=1)[CH2:30][NH2:31].C(N(C(C)C)C(C)C)C>C(O)CC>[OH:26][C:27]1[CH:28]=[C:29]([CH:32]=[CH:33][CH:34]=1)[CH2:30][NH:31][C:2]1[N:10]=[CH:9][N:8]=[C:7]2[C:3]=1[N:4]=[CH:5][N:6]2[CH:11]1[CH2:15][CH2:14][CH2:13][O:12]1. Procedure details: A mixture of 10 mmol (2240 mg) of 6-chloro-9-(tetrahydrofuran-2-yl)-purine (prepared from 10 mmol (1546 mg) of 6-chloropurine), 12 mmol (1478 mg) of 3-hydroxybenzylamine, and 5 ml of N-ethyldiisopropylamine was refluxed in n-propanol for 3 hours. After removal of the n-propanol by vacuum evaporation, the resulting material was treated with water and extracted into ethyl acetate. The ethyl acetate phase was evaporated and the residuum subsequently washed with 30 ml of petroleum ether. The solid r... Starting materials: C(C)(C)(C)N1N=C(C=C1CCC)CCC=O (3-(1-tert-butyl-5-propyl-1H-pyrazol-3-yl)propanal), [BH-](OC(=O)C)(OC(=O)C)OC(=O)C.[Na+] (NaBH(OAc)3), C1(=CC=CC=C1)N1CCNCC1 (1-phenylpiperazine), CCN(C(C)C)C(C)C (DIPEA). Yields the product C(C)(C)(C)N1N=C(C=C1CCC)CCCN1CCN(CC1)C1=CC=CC=C1 (1-(3-(1-tert-butyl-5-propyl-1H-pyrazol-3-yl)propyl)-4-phenylpiperazine). Reaction SMILES: [C:1]([N:5]1[C:9]([CH2:10][CH2:11][CH3:12])=[CH:8][C:7]([CH2:13][CH2:14][CH:15]=O)=[N:6]1)([CH3:4])([CH3:3])[CH3:2].[C:17]1([N:23]2[CH2:28][CH2:27][NH:26][CH2:25][CH2:24]2)[CH:22]=[CH:21][CH:20]=[CH:19][CH:18]=1.CCN(C(C)C)C(C)C.[BH-](OC(C)=O)(OC(C)=O)OC(C)=O.[Na+]>>[C:1]([N:5]1[C:9]([CH2:10][CH2:11][CH3:12])=[CH:8][C:7]([CH2:13][CH2:14][CH2:15][N:26]2[CH2:27][CH2:28][N:23]([C:17]3[CH:22]=[CH:21][CH:20]=[CH:19][CH:18]=3)[CH2:24][CH2:25]2)=[N:6]1)([CH3:4])([CH3:3])[CH3:2] |f:3.4|. Reported procedure: 90 mg (98%) of target compound was obtained by using a method same as in Example 1 by using 3-(1-tert-butyl-5-propyl-1H-pyrazol-3-yl)propanal (50 mg, 0.225 mmol), 1-phenylpiperazine (0.034 mL, 0.225 mmol), DIPEA (0.060 mL, 0338 mmol) and NaBH(OAc)3 (143 mg, 0.675 mmol). The reactants are 5d, C(C1=CC=CC=C1)N1CCC(CC1)(O)C(C)C (1-benzyl-4-isopropylpiperidin-4-ol), CCOC(=O)C.CO.N (EtOAc MeOH NH3). Product: C(C)(C)C1(CCNCC1)O (4-isopropylpiperidin-4-ol). Reaction SMILES: C([N:8]1[CH2:13][CH2:12][C:11]([CH:15]([CH3:17])[CH3:16])([OH:14])[CH2:10][CH2:9]1)C1C=CC=CC=1.CCOC(C)=O.CO.N>>[CH:15]([C:11]1([OH:14])[CH2:12][CH2:13][NH:8][CH2:9][CH2:10]1)([CH3:17])[CH3:16] |f:1.2.3|. Reported procedure: The product was obtained analogously to Example IP 5d from 9.85 g (42.2 mmol) of 1-benzyl-4-isopropylpiperidin-4-ol. Yield: 1.13 g (19% of theoretical); C8H17NO (M=143.227); calc.: molpeak (M+H)+: 144; found: molpeak (M+H)+: 144; Rf value: 0.07 (silica gel, EtOAc/MeOH/NH3 5:5:0.5).